This data is from the Open Reaction Database (ORD), a public repository of structured organic reaction records. The task is: describe an organic reaction: reactants, conditions, products, and yield The reactants are O=C1COCC(=O)O1, C1CCOC1, Cc1sc(N)c(C(=O)OC(C)(C)C)c1-c1ccncc1. Yields the product Cc1sc(NC(=O)COCC(=O)O)c(C(=O)OC(C)(C)C)c1-c1ccncc1. RXN SMILES: [C:21]1(=[O:28])[CH2:22][O:23][CH2:24][C:25](=[O:26])[O:27]1.[CH2:29]1[O:30][CH2:31][CH2:32][CH2:33]1.[NH2:1][c:2]1[s:3][c:4]([CH3:20])[c:5](-[c:14]2[cH:15][cH:16][n:17][cH:18][cH:19]2)[c:6]1[C:7](=[O:8])[O:9][C:10]([CH3:11])([CH3:12])[CH3:13]>>[NH:1]([c:2]1[s:3][c:4]([CH3:20])[c:5](-[c:14]2[cH:15][cH:16][n:17][cH:18][cH:19]2)[c:6]1[C:7](=[O:8])[O:9][C:10]([CH3:11])([CH3:12])[CH3:13])[C:25]([CH2:24][O:23][CH2:22][C:21](=[O:27])[OH:28])=[O:26].